This data is from the Open Reaction Database (ORD), a public repository of structured organic reaction records. The task is: describe an organic reaction: reactants, conditions, products, and yield Procedure details: To a solution of 48 mg (0.3 mmol) of 1H-indole-7-carboxylic acid and 96 mg of TBTU (0.3 mmol) in 4 ml DMF, were added 0.26 ml (1.5 mmol) of N,N-diisopropylethyl amine. After stirring for 5 min at rt, 106 mg (0.3 mmol) (4-tert-butyl-benzyl)-[2-(2,6-dichloro-phenyl)-ethyl]-amine in 1 ml DMF was added. After stirring for 2 h at rt, the reaction mixture was diluted with 50 ml water and extracted with 2×50 ml EtOAc. The combined organic phases were washed with water and brine, dried with magnesium su... The solvent is CN(C)C=O (DMF), O (water), CN(C)C=O (DMF). Reactants: C(C)(C)(C)C1=CC=C(CNCCC2=C(C=CC=C2Cl)Cl)C=C1 ((4-tert-butyl-benzyl)-[2-(2,6-dichloro-phenyl)-ethyl]-amine), N1C=CC2=CC=CC(=C12)C(=O)O (1H-indole-7-carboxylic acid), CN(C)C(=[N+](C)C)ON1C2=C(C=CC=C2)N=N1.[B-](F)(F)(F)F (TBTU), C(C)(C)N(C(C)C)CC (N,N-diisopropylethyl amine). Reaction SMILES: [NH:1]1[C:9]2[C:4](=[CH:5][CH:6]=[CH:7][C:8]=2[C:10]([OH:12])=O)[CH:3]=[CH:2]1.CN(C(ON1N=NC2C=CC=CC1=2)=[N+](C)C)C.[B-](F)(F)(F)F.C(N(CC)C(C)C)(C)C.[C:44]([C:48]1[CH:65]=[CH:64][C:51]([CH2:52][NH:53][CH2:54][CH2:55][C:56]2[C:61]([Cl:62])=[CH:60][CH:59]=[CH:58][C:57]=2[Cl:63])=[CH:50][CH:49]=1)([CH3:47])([CH3:46])[CH3:45]>CN(C=O)C.O>[C:44]([C:48]1[CH:65]=[CH:64][C:51]([CH2:52][N:53]([CH2:54][CH2:55][C:56]2[C:57]([Cl:63])=[CH:58][CH:59]=[CH:60][C:61]=2[Cl:62])[C:10]([C:8]2[CH:7]=[CH:6][CH:5]=[C:4]3[C:9]=2[NH:1][CH:2]=[CH:3]3)=[O:12])=[CH:50][CH:49]=1)([CH3:47])([CH3:45])[CH3:46] |f:1.2|. Product: C(C)(C)(C)C1=CC=C(CN(C(=O)C=2C=CC=C3C=CNC23)CCC2=C(C=CC=C2Cl)Cl)C=C1 (1H-Indole-7-carboxylic acid (4-tert-butyl-benzyl)-[2-(2,6-dichloro-phenyl)-ethyl]-amide). Run at time 5 minute. Reactants: BrC1=C(C=C2C(N(C(=NC2=C1)C)COC(C(C)(C)C)=O)=O)CN(CC#C)C1=CC=C(C(=O)OC2=C(C(=C(C(=C2F)F)F)F)F)C=C1 (pentafluorophenyl p-[N-(7-bromo-2-methyl-4-oxo-3-(pivaloyloxymethyl)-3,4-dihydroquinazolin-6-ylmethyl)-N-(prop-2-ynyl)amino]benzoate), NC(CO)C1=CC(=CC=C1)[N+](=O)[O-] (2-amino-2-(3-nitrophenyl)ethanol). The product is BrC1=C(C=C2C(NC(=NC2=C1)C)=O)CN(CC#C)C1=CC=C(C(=O)NC(CO)C2=CC(=CC=C2)[N+](=O)[O-])C=C1 (p-[N-(7-bromo-2-methyl-4-oxo-3,4-dihydroquinazolin-6-ylmethyl)-N-(prop-2-ynyl)amino]-N-[2-hydroxy-1-(3-nitrophenyl)ethyl]benzamide). The yield is 61.0%. As a reaction SMILES: [Br:1][C:2]1[CH:11]=[C:10]2[C:5]([C:6](=[O:21])[N:7](COC(=O)C(C)(C)C)[C:8]([CH3:12])=[N:9]2)=[CH:4][C:3]=1[CH2:22][N:23]([C:27]1[CH:46]=[CH:45][C:30]([C:31](OC2C(F)=C(F)C(F)=C(F)C=2F)=[O:32])=[CH:29][CH:28]=1)[CH2:24][C:25]#[CH:26].[NH2:47][CH:48]([C:51]1[CH:56]=[CH:55][CH:54]=[C:53]([N+:57]([O-:59])=[O:58])[CH:52]=1)[CH2:49][OH:50]>>[Br:1][C:2]1[CH:11]=[C:10]2[C:5]([C:6](=[O:21])[NH:7][C:8]([CH3:12])=[N:9]2)=[CH:4][C:3]=1[CH2:22][N:23]([C:27]1[CH:28]=[CH:29][C:30]([C:31]([NH:47][CH:48]([C:51]2[CH:56]=[CH:55][CH:54]=[C:53]([N+:57]([O-:59])=[O:58])[CH:52]=2)[CH2:49][OH:50])=[O:32])=[CH:45][CH:46]=1)[CH2:24][C:25]#[CH:26]. Procedure details: Using an analogous procedure to that described in Example 19, pentafluorophenyl p-[N-(7-bromo-2-methyl-4-oxo-3-(pivaloyloxymethyl)-3,4-dihydroquinazolin-6-ylmethyl)-N-(prop-2-ynyl)amino]benzoate was reacted with 2-amino-2-(3-nitrophenyl)ethanol and the pivaloyloxymethyl protecting group was removed from the resultant product to give p-[N-(7-bromo-2-methyl-4-oxo-3,4-dihydroquinazolin-6-ylmethyl)-N-(prop-2-ynyl)amino]-N-[2-hydroxy-1-(3-nitrophenyl)ethyl]benzamide (containing 0.25 equivalents of wa... The yield is 62.1%. RXN SMILES: [C:1]([NH:5][S:6]([C:9]1[C:10]([CH:31]([F:33])[F:32])=[N:11][CH:12]=[C:13]([C:15]2[N:20]3[CH:21]=[CH:22][C:23]([C:24]4[CH:29]=[CH:28][CH:27]=[CH:26][CH:25]=4)=[C:19]3[C:18](Cl)=[N:17][N:16]=2)[CH:14]=1)(=[O:8])=[O:7])([CH3:4])([CH3:3])[CH3:2].[N:34]1[CH:39]=[CH:38][CH:37]=[CH:36][C:35]=1[CH2:40][NH2:41]>>[C:1]([NH:5][S:6]([C:9]1[C:10]([CH:31]([F:33])[F:32])=[N:11][CH:12]=[C:13]([C:15]2[N:20]3[CH:21]=[CH:22][C:23]([C:24]4[CH:29]=[CH:28][CH:27]=[CH:26][CH:25]=4)=[C:19]3[C:18]([NH:41][CH2:40][C:35]3[CH:36]=[CH:37][CH:38]=[CH:39][N:34]=3)=[N:17][N:16]=2)[CH:14]=1)(=[O:8])=[O:7])([CH3:4])([CH3:3])[CH3:2]. Starting materials: C(C)(C)(C)NS(=O)(=O)C=1C(=NC=C(C1)C1=NN=C(C=2N1C=CC2C2=CC=CC=C2)Cl)C(F)F (N-(tert-butyl)-5-(1-chloro-8-phenylpyrrolo[1,2-d][1,2,4]triazin-4-yl)-2-(difluoromethyl)pyridine-3-sulfonamide), N1=C(C=CC=C1)CN (pyridin-2-ylmethanamine). Reported procedure: A solution of N-(tert-butyl)-5-(1-chloro-8-phenylpyrrolo[1,2-d][1,2,4]triazin-4-yl)-2-(difluoromethyl)pyridine-3-sulfonamide (0.050 g, 0.10 mmol) in pyridin-2-ylmethanamine (0.110 g, 1.02 mmol) was heated in a sealed tube at 100° C. for 6 h. The volatile components were removed under reduced pressure and the resulting residue was purified by CombiFlash Isco (REDISEP®, SiO2, 24 g, 0-60% EtOAc/petroleum ether) to obtain N-(tert-butyl)-2-(difluoromethyl)-5-(8-phenyl-1-((pyridin-2-ylmethyl)amino)pyr... Product: C(C)(C)(C)NS(=O)(=O)C=1C(=NC=C(C1)C1=NN=C(C=2N1C=CC2C2=CC=CC=C2)NCC2=NC=CC=C2)C(F)F (N-(tert-butyl)-2-(difluoromethyl)-5-(8-phenyl-1-((pyridin-2-ylmethyl)amino)pyrrolo[1,2-d][1,2,4]triazin-4-yl)pyridine-3-sulfonamide). The reactants are COC(=O)c1ccncc1C(=O)O, ClC(Cl)Cl, O=S(Cl)Cl. The product is COC(=O)c1ccncc1C(=O)Cl. Reaction SMILES: [CH3:1][O:2][C:3](=[O:4])[c:5]1[c:6]([C:11](=[O:12])[OH:13])[cH:7][n:8][cH:9][cH:10]1.[CH:18]([Cl:19])([Cl:20])[Cl:21].[S:14]([Cl:15])([Cl:16])=[O:17]>>[CH3:1][O:2][C:3](=[O:4])[c:5]1[c:6]([C:11](=[O:13])[Cl:16])[cH:7][n:8][cH:9][cH:10]1. Reactants: BrC1=NC=C(N=C1)I (2-bromo-5-iodopyrazine), N1(CCNCC1)C(=O)OC(C)(C)C (tert-butyl piperazine-1-carboxylate), CCN(C(C)C)C(C)C (iPr2NEt). Run in CC(C)(C)O (tBuOH). Conditions: temperature 100 celsius, time 66 hour. Yields the product IC=1N=CC(=NC1)N1CCN(CC1)C(=O)OC(C)(C)C (tert-butyl 4-(5-iodopyrazin-2-yl)piperazine-1-carboxylate). Reaction SMILES: Br[C:2]1[CH:7]=[N:6][C:5]([I:8])=[CH:4][N:3]=1.[N:9]1([C:15]([O:17][C:18]([CH3:21])([CH3:20])[CH3:19])=[O:16])[CH2:14][CH2:13][NH:12][CH2:11][CH2:10]1.CCN(C(C)C)C(C)C>CC(O)(C)C>[I:8][C:5]1[N:6]=[CH:7][C:2]([N:12]2[CH2:11][CH2:10][N:9]([C:15]([O:17][C:18]([CH3:21])([CH3:20])[CH3:19])=[O:16])[CH2:14][CH2:13]2)=[N:3][CH:4]=1. Procedure: 2-bromo-5-iodopyrazine (503 mg, 1.77 mmol) and tert-butyl piperazine-1-carboxylate (355 mg, 1.91 mmol) were taken up in tBuOH (8 mL). iPr2NEt (400 μL, 2.3 mmol) was added and the stirred reaction mixture was heated to 100° C. After 66 h, the reaction mixture was cooled and was partitioned between EtOAc, water and brine. The phases were separated, and the organic phase was dried over Na2SO4, filtered, and concentrated. The crude residue was purified by silica gel chromatography (10-30% EtOAc in h... Starting materials: COC1=CC=C(C=C1)B(O)O (4-Methoxybenzeneboronic acid), C([O-])([O-])=O.[Na+].[Na+] (sodium carbonate), Intermediate 3, O (water), FC(S(=O)(=O)OC=1C=CC2=C(C(=N[C@H](C=3N2C(=NN3)C)CC(=O)NCC)C3=CC=C(C=C3)Cl)C1)(F)F ((4S)-6-(4-chlorophenyl)-4-[2-(ethylamino)-2-oxoethyl]-1-methyl-4H-[1,2,4]triazolo[4,3-a][1,4]benzodiazepin-8-yl trifluoromethanesulfonate). The reagents and catalysts are Cl[Pd]([P](C1=CC=CC=C1)(C2=CC=CC=C2)C3=CC=CC=C3)([P](C4=CC=CC=C4)(C5=CC=CC=C5)C6=CC=CC=C6)Cl (bis(triphenylphosphine)palladium(II) chloride). The solvent is COCCOC (DME). Run at temperature 120 celsius. Yields the product ClC1=CC=C(C=C1)C1=N[C@H](C=2N(C3=C1C=C(C=C3)C3=CC=C(C=C3)OC)C(=NN2)C)CC(=O)NCC (2-{(4S)-6-(4-chlorophenyl)-1-methyl-8-[4-(methyloxy)phenyl]-4H-[1,2,4]triazolo[4,3-a][1,4]benzodiazepin-4-yl}-N-ethylacetamide). RXN SMILES: [CH3:1][O:2][C:3]1[CH:8]=[CH:7][C:6](B(O)O)=[CH:5][CH:4]=1.C(=O)([O-])[O-].[Na+].[Na+].FC(F)(F)S(O[C:24]1[CH:25]=[CH:26][C:27]2[N:33]3[C:34]([CH3:37])=[N:35][N:36]=[C:32]3[C@H:31]([CH2:38][C:39]([NH:41][CH2:42][CH3:43])=[O:40])[N:30]=[C:29]([C:44]3[CH:49]=[CH:48][C:47]([Cl:50])=[CH:46][CH:45]=3)[C:28]=2[CH:51]=1)(=O)=O.O>COCCOC.Cl[Pd](Cl)([P](C1C=CC=CC=1)(C1C=CC=CC=1)C1C=CC=CC=1)[P](C1C=CC=CC=1)(C1C=CC=CC=1)C1C=CC=CC=1>[Cl:50][C:47]1[CH:46]=[CH:45][C:44]([C:29]2[C:28]3[CH:51]=[C:24]([C:6]4[CH:7]=[CH:8][C:3]([O:2][CH3:1])=[CH:4][CH:5]=4)[CH:25]=[CH:26][C:27]=3[N:33]3[C:34]([CH3:37])=[N:35][N:36]=[C:32]3[C@H:31]([CH2:38][C:39]([NH:41][CH2:42][CH3:43])=[O:40])[N:30]=2)=[CH:49][CH:48]=1 |f:1.2.3,^1:63,82|. Procedure details: 4-Methoxybenzeneboronic acid (50.5 mg), sodium carbonate (64.5 mg) and bis(triphenylphosphine)palladium(II) chloride (19.4 mg) were added to a 2-5 ml microwave vial. A solution of (4S)-6-(4-chlorophenyl)-4-[2-(ethylamino)-2-oxoethyl]-1-methyl-4H-[1,2,4]triazolo[4,3-a][1,4]benzodiazepin-8-yl trifluoromethanesulfonate (for a preparation see Intermediate 3) (150 mg) in DME (3 ml) and water (1 ml) was added and the reaction mixture was heated at 120° C. for 20 min (microwave). The reaction mixture w... Starting materials: [Na] (sodium), C(C=CC1=CC=CC=C1)O (cinnamyl alcohol), [H-].[Na+] (sodium hydride), [H-].[Na+] (sodium hydride), BrCC(CC(=O)OC)=O (methyl 4-bromoacetoacetate), Cl (hydrochloric acid). The solvent is C(OC)COC (dimethoxyethane), C(OC)COC (dimethoxyethane), C(OC)COC (dimethoxyethane). Reaction conditions: temperature -30 celsius, time 1 hour. Product: C(\C=C\C1=CC=CC=C1)OCC(CC(=O)OC)=O (methyl 4(E)-cinnamyloxyacetoacetate). Isolated yield 24.3%. RXN SMILES: [H-].[Na+].Br[CH2:4][C:5](=[O:11])[CH2:6][C:7]([O:9][CH3:10])=[O:8].[Na].[CH2:13]([OH:22])[CH:14]=[CH:15][C:16]1[CH:21]=[CH:20][CH:19]=[CH:18][CH:17]=1.Cl>C(COC)OC>[CH2:13]([O:22][CH2:4][C:5](=[O:11])[CH2:6][C:7]([O:9][CH3:10])=[O:8])/[CH:14]=[CH:15]/[C:16]1[CH:21]=[CH:20][CH:19]=[CH:18][CH:17]=1 |f:0.1,^1:11|. Procedure details: 4 Grams of 60% sodium hydride was suspended in 150 ml of anhydrous dimethoxyethane and the suspension was cooled to -30° C. Then, 19.4 g of methyl 4-bromoacetoacetate was added dropwise to the suspension and stirred for 1 hour. Further, at the same temperature, an anhydrous dimethoxyethane solution of sodium cinnamy alcoholate prepared from 13.4 g of cinnamyl alcohol, 4 g of 60% of sodium hydride and 75 ml of dimethoxyethane was added dropwise thereto, and the reaction mixture was refluxed for 1... Reactants: [BH3-]C#N, CC(=O)O, CC#N, Cn1ncc2cc(C(F)(F)F)cc(COCC3(c4ccc(F)cc4)CCNCC3)c21, [Na+]. Product: CN1CCC(COCc2cc(C(F)(F)F)cc3cnn(C)c23)(c2ccc(F)cc2)CC1. Reaction SMILES: [C:31]([BH3-:32])#[N:33].[CH3:35][C:36](=[O:37])[OH:38].[CH3:39][C:40]#[N:41].[F:1][c:2]1[cH:3][cH:4][c:5]([C:8]2([CH2:14][O:15][CH2:16][c:17]3[cH:18][c:19]([C:27]([F:28])([F:29])[F:30])[cH:20][c:21]4[cH:22][n:23][n:24]([CH3:26])[c:25]34)[CH2:9][CH2:10][NH:11][CH2:12][CH2:13]2)[cH:6][cH:7]1.[Na+:34]>>[F:1][c:2]1[cH:3][cH:4][c:5]([C:8]2([CH2:14][O:15][CH2:16][c:17]3[cH:18][c:19]([C:27]([F:28])([F:29])[F:30])[cH:20][c:21]4[cH:22][n:23][n:24]([CH3:26])[c:25]34)[CH2:9][CH2:10][N:11]([CH3:31])[CH2:12][CH2:13]2)[cH:6][cH:7]1. Reactants: C(C)O (ethanol), [Na] (sodium), C(C)OC(COC1=C(C(=CC=C1)O)C(=O)C1CC1)=O ((2-cyclopropanecarbonyl-3-hydroxy-phenoxy)-acetic acid ethyl ester). Solvent: C(C)(=O)OCC (ethyl acetate). Run at temperature 0 celsius, time 10 minute. Product: C(C)OC(=O)C=1OC2=C(C1C1CC1)C(=CC=C2)O (3-cyclopropyl-4-hydroxy-benzofuran-2-carboxylic acid ethyl ester). Yield: 84.2%. RXN SMILES: C(O)C.[Na].[CH2:5]([O:7][C:8](=[O:23])[CH2:9][O:10][C:11]1[CH:16]=[CH:15][CH:14]=[C:13]([OH:17])[C:12]=1[C:18]([CH:20]1[CH2:22][CH2:21]1)=O)[CH3:6]>C(OCC)(=O)C>[CH2:5]([O:7][C:8]([C:9]1[O:10][C:11]2[CH:16]=[CH:15][CH:14]=[C:13]([OH:17])[C:12]=2[C:18]=1[CH:20]1[CH2:22][CH2:21]1)=[O:23])[CH3:6] |^1:3|. Reported procedure: To an anhydrous ethanol (2 ml) was added sodium (50 mg) at 0° C. under argon atmosphere. After 10 minutes, (2-cyclopropanecarbonyl-3-hydroxy-phenoxy)-acetic acid ethyl ester (380 mg) was added to the reaction mixture and the reaction mixture was stirred overnight at 0° C. The reaction was quenched with 2 N hydrochloric acid (5 ml) and stirred for 30 minutes yielding a white precipitate. The mixture was diluted with ethyl acetate (10 ml), washed with water (5 ml) and brine (5 ml), dried over anhy... Starting materials: c1ccc(CN(CCc2c[nH]c3ccccc23)Cc2ccccc2)cc1, CCCC[N+](CCCC)(CCCC)CCCC, [Na+], [OH-], Cc1ccc(S(=O)(=O)Cl)cc1, O=S(=O)([O-])O, c1ccccc1. The product is Cc1ccc(S(=O)(=O)n2cc(CCN(Cc3ccccc3)Cc3ccccc3)c3ccccc32)cc1. RXN SMILES: [CH2:1]([c:2]1[cH:3][cH:4][cH:5][cH:6][cH:7]1)[N:8]([CH2:9][CH2:10][c:11]1[cH:12][nH:13][c:14]2[cH:15][cH:16][cH:17][cH:18][c:19]12)[CH2:20][c:21]1[cH:22][cH:23][cH:24][cH:25][cH:26]1.[CH2:45]([N+:46]([CH2:47][CH2:48][CH2:49][CH3:50])([CH2:51][CH2:52][CH2:53][CH3:54])[CH2:55][CH2:56][CH2:57][CH3:58])[CH2:59][CH2:60][CH3:61].[Na+:28].[OH-:27].[S:29](=[O:30])(=[O:31])([c:32]1[cH:33][cH:34][c:35]([CH3:36])[cH:37][cH:38]1)[Cl:39].[S:40]([O-:41])([OH:42])(=[O:43])=[O:44].[cH:62]1[cH:63][cH:64][cH:65][cH:66][cH:67]1>>[CH2:1]([c:2]1[cH:3][cH:4][cH:5][cH:6][cH:7]1)[N:8]([CH2:9][CH2:10][c:11]1[cH:12][n:13]([S:29](=[O:30])(=[O:31])[c:32]2[cH:33][cH:34][c:35]([CH3:36])[cH:37][cH:38]2)[c:14]2[cH:15][cH:16][cH:17][cH:18][c:19]12)[CH2:20][c:21]1[cH:22][cH:23][cH:24][cH:25][cH:26]1.